This data is from the Open Reaction Database (ORD), a public repository of structured organic reaction records. The task is: describe an organic reaction: reactants, conditions, products, and yield The reactants are COc1cccc(-c2ccc(CC(CC(O)C(Cc3ccccc3)NC(=O)C(N3CCN(Cc4ccccc4)C3=O)C(C)(C)C)N(Cc3ccccc3)C(=O)[O-])cc2)n1, CO, Cl. The product is Cl, COc1cccc(-c2ccc(CC(N)CC(O)C(Cc3ccccc3)NC(=O)C(N3CCN(Cc4ccccc4)C3=O)C(C)(C)C)cc2)n1. Reaction SMILES: [CH2:1]([c:5]1[cH:6][cH:7][cH:9][cH:10][cH:11]1)[N:8]([C:2](=[O:3])[O-:4])[CH:12]([CH2:13][CH:14]([CH:15]([CH2:16][c:17]1[cH:18][cH:19][cH:20][cH:21][cH:22]1)[NH:23][C:24]([CH:25]([C:26]([CH3:27])([CH3:28])[CH3:29])[N:30]1[C:31](=[O:42])[N:32]([CH2:35][c:36]2[cH:37][cH:38][cH:39][cH:40][cH:41]2)[CH2:33][CH2:34]1)=[O:43])[OH:44])[CH2:45][c:46]1[cH:47][cH:48][c:49](-[c:52]2[n:53][c:54]([O:58][CH3:59])[cH:55][cH:56][cH:57]2)[cH:50][cH:51]1.[CH3:61][OH:62].[ClH:60]>>[ClH:60].[NH2:8][CH:12]([CH2:13][CH:14]([CH:15]([CH2:16][c:17]1[cH:18][cH:19][cH:20][cH:21][cH:22]1)[NH:23][C:24]([CH:25]([C:26]([CH3:27])([CH3:28])[CH3:29])[N:30]1[C:31](=[O:42])[N:32]([CH2:35][c:36]2[cH:37][cH:38][cH:39][cH:40][cH:41]2)[CH2:33][CH2:34]1)=[O:43])[OH:44])[CH2:45][c:46]1[cH:47][cH:48][c:49](-[c:52]2[n:53][c:54]([O:58][CH3:59])[cH:55][cH:56][cH:57]2)[cH:50][cH:51]1. Starting materials: O=C[C@H](O)[C@@H](O)[C@H](O)[C@H](O)CO (glucose), CO[C@@H]1[C@H]([C@@H]([C@H](C(O1)CO)O)O)O (methyl glucoside). Run at temperature 120 celsius. Yields the product CCCCCCCCCCCCO[C@H]1[C@@H]([C@H]([C@@H]([C@H](O1)CO)O)O)O (dodecyl glucoside). As a reaction SMILES: O=[CH:2][C@@H:3]([C@H:5]([C@@H:7]([C@@H:9]([CH2:11]O)O)O)O)O.[CH3:13][O:14][C@H:15]1[O:20][CH:19]([CH2:21][OH:22])[C@H:18]([OH:23])[C@@H:17]([OH:24])[C@@H:16]1[OH:25]>>[CH3:2][CH2:3][CH2:5][CH2:7][CH2:9][CH2:11][CH2:2][CH2:3][CH2:5][CH2:7][CH2:9][CH2:13][O:14][C@@H:15]1[O:20][C@H:19]([CH2:21][OH:22])[C@@H:18]([OH:23])[C@H:17]([OH:24])[C@H:16]1[OH:25]. Procedure details: The insoluble material was filtered, washed with Skellysolve B® solvent, a hydrocarbon solvent boiling in the range of 60° to 70° C., and then dried by heating at 120° C. at a pressure of about 4 mm. mercury. The dry material, which had a mass of 20.15 g., was analyzed by liquid chromatography and was found to contain approximately 88 weight percent methyl polyglucoside. This corresponds to approximately 0.11 moles of glucose units using the following conversion: ##EQU1## Therefore, of the 0.14 ... Starting materials: ClC(=O)OCC (Ethyl chloroformate), N1C(=NC2=C1C=CC=C2)NC(=O)C=2N=CNC2C(=O)NC2=C(C=C(C=C2)OC2CCNCC2)C (N4-(1H-benzo[d]imidazol-2-yl)-N5-(2-methyl-4-(piperidin-4-yloxy)phenyl)-1H-imidazole-4,5-dicarboxamide), C(C)(C)N(CC)C(C)C (diisopropylethylamine). The solvent is C1CCOC1 (THF), CC(=O)N(C)C (DMA). Run at time 5 minute. Product: N1C(=NC2=C1C=CC=C2)NC(=O)C=2N=CNC2C(=O)NC2=C(C=C(C=C2)OC2CCN(CC2)C(=O)OCC)C (ethyl 4-({4-[({4-[(1H-benzimidazol-2-ylamino)carbonyl]-1H-imidazol-5-yl}carbonyl)amino]-3-methylphenyl}oxy)piperidine-1-carboxylate). Isolated yield 6.4%. As a reaction SMILES: Cl[C:2]([O:4][CH2:5][CH3:6])=[O:3].[NH:7]1[C:11]2[CH:12]=[CH:13][CH:14]=[CH:15][C:10]=2[N:9]=[C:8]1[NH:16][C:17]([C:19]1[N:20]=[CH:21][NH:22][C:23]=1[C:24]([NH:26][C:27]1[CH:32]=[CH:31][C:30]([O:33][CH:34]2[CH2:39][CH2:38][NH:37][CH2:36][CH2:35]2)=[CH:29][C:28]=1[CH3:40])=[O:25])=[O:18].C(N(C(C)C)CC)(C)C>C1COCC1.CC(N(C)C)=O>[NH:7]1[C:11]2[CH:12]=[CH:13][CH:14]=[CH:15][C:10]=2[N:9]=[C:8]1[NH:16][C:17]([C:19]1[N:20]=[CH:21][NH:22][C:23]=1[C:24]([NH:26][C:27]1[CH:32]=[CH:31][C:30]([O:33][CH:34]2[CH2:39][CH2:38][N:37]([C:2]([O:4][CH2:5][CH3:6])=[O:3])[CH2:36][CH2:35]2)=[CH:29][C:28]=1[CH3:40])=[O:25])=[O:18]. Procedure: Ethyl chloroformate (0.1 mmol) in anhydrous THF was slowly added to a solution of N4-(1H-benzo[d]imidazol-2-yl)-N5-(2-methyl-4-(piperidin-4-yloxy)phenyl)-1H-imidazole-4,5-dicarboxamide (0.10 mmol) and diisopropylethylamine (0.20 mmol) in anhydrous DMA (5 mL) at 0° C. LCMS indicated that the reaction was complete in 5 minutes. The reaction mixture was concentrated under reduced pressure. The resulting residue was purified by preparative reverse phase HPLC (ammonium acetate/acetonitrile) to give 3... Starting materials: C([O-])(O)=O.[Na+] (sodium bicarbonate), ClC1=CC=C(S1)C1=NC(=C(C(=N1)NC1=CC=C(C=O)C=C1)CC)C (4-[[2-(5-Chloro-2-thienyl)-5-ethyl-6-methyl-pyrimidin-4-yl]amino]benzaldehyde), C[Si](OC1=C(CC1)O[Si](C)(C)C)(C)C (trimethyl-(2-trimethylsilyloxycyclobuten-1-yl)oxy-silane), B(F)(F)F.CCOCC (BF3 Et2O). Run in ClCCl (dichloromethane). Reaction conditions: time 8 hour. Yields the product ClC1=CC=C(S1)C1=NC(=C(C(=N1)NC1=CC=C(C=C1)C=1C(CCC1O)=O)CC)C (2-[4-[[2-(5-Chloro-2-thienyl)-5-ethyl-6-methyl-pyrimidin-4-yl]amino]phenyl]-3-hydroxy-cyclopent-2-en-1-one). Isolated yield 13.2%. Reaction SMILES: [Cl:1][C:2]1[S:6][C:5]([C:7]2[N:12]=[C:11]([NH:13][C:14]3[CH:21]=[CH:20][C:17]([CH:18]=O)=[CH:16][CH:15]=3)[C:10]([CH2:22][CH3:23])=[C:9]([CH3:24])[N:8]=2)=[CH:4][CH:3]=1.C[Si](C)(C)[O:27][C:28]1[CH2:31][CH2:30][C:29]=1[O:32][Si](C)(C)C.B(F)(F)F.CCOCC.C(=O)(O)[O-].[Na+]>ClCCl>[Cl:1][C:2]1[S:6][C:5]([C:7]2[N:12]=[C:11]([NH:13][C:14]3[CH:21]=[CH:20][C:17]([C:18]4[C:28](=[O:27])[CH2:31][CH2:30][C:29]=4[OH:32])=[CH:16][CH:15]=3)[C:10]([CH2:22][CH3:23])=[C:9]([CH3:24])[N:8]=2)=[CH:4][CH:3]=1 |f:2.3,4.5|. Procedure details: A 18-mL vial was charged with 4-[[2-(5-Chloro-2-thienyl)-5-ethyl-6-methyl-pyrimidin-4-yl]amino]benzaldehyde (139 mg, 0.39 mmol, 1 eq.), trimethyl-(2-trimethylsilyloxycyclobuten-1-yl)oxy-silane (140 mg, 0.6 mmol, 1.53 eq.), and dichloromethane (2 ml). To the mixture was added BF3/Et2O (80 μL, 0.63 mmol, 1.6 eq.). The mixture was stirred at room temperature overnight and then added to sodium bicarbonate solution (10 ml). The mixture was extracted with ethyl acetate (3×5 ml). The organic layers wer... The reactants are ClCCCl, Cc1ccc(-c2cccnc2)cc1-c1ccc(N)cc1, Cc1cnccc1C(=O)O, ClCCl. Product: Cc1cnccc1C(=O)Nc1ccc(-c2cc(-c3cccnc3)ccc2C)cc1. Reaction SMILES: [CH2:21]([Cl:22])[CH2:23][Cl:24].[CH3:1][c:2]1[c:3](-[c:14]2[cH:15][cH:16][c:17]([NH2:20])[cH:18][cH:19]2)[cH:4][c:5](-[c:8]2[cH:9][n:10][cH:11][cH:12][cH:13]2)[cH:6][cH:7]1.[CH3:25][c:26]1[c:27]([C:28](=[O:29])[OH:30])[cH:31][cH:32][n:33][cH:34]1.[Cl:35][CH2:36][Cl:37]>>[CH3:1][c:2]1[c:3](-[c:14]2[cH:15][cH:16][c:17]([NH:20][C:28]([c:27]3[c:26]([CH3:25])[cH:34][n:33][cH:32][cH:31]3)=[O:29])[cH:18][cH:19]2)[cH:4][c:5](-[c:8]2[cH:9][n:10][cH:11][cH:12][cH:13]2)[cH:6][cH:7]1.